Dataset: the Open Reaction Database (ORD), a public repository of structured organic reaction records. Task: describe an organic reaction: reactants, conditions, products, and yield Starting materials: [C@H]1(CCCN2CCCC[C@H]12)CN1CCC(CC1)NC(=O)C=1NC2=CC=CC(=C2C1)OCC1=COC2=C1C=C(C=C2)F (4-(5-Fluoro-benzofuran-3-ylmethoxy)-1H-indole-2-carboxylic acid {1-[(1S,9aR)-1-(octahydro-quinolizin-1-yl)methyl]-piperidin-4-yl}-amide), Cl.Cl.Cl.NC1CCN(CC1)CCN1CCC(CC1)O (1-[2-(4-Amino-piperidin-1-yl)-ethyl]-piperidin-4-ol tri-hydrochloride). The product is Cl.Cl.OC1CCN(CC1)CCN1CCC(CC1)NC(=O)C=1NC2=CC=CC(=C2C1)OCC1=COC2=C1C=C(C=C2)F (4-(5-Fluoro-benzofuran-3-ylmethoxy)-1H-indole-2-carboxylic acid {1-[2-(4-hydroxy-piperidin-1-yl)-ethyl]-piperidin-4-yl}-amide dihydrochloride). RXN SMILES: [C@H]1(C[N:12]2[CH2:17][CH2:16][CH:15]([NH:18][C:19]([C:21]3[NH:22][C:23]4[C:28]([CH:29]=3)=[C:27]([O:30][CH2:31][C:32]3[C:36]5[CH:37]=[C:38]([F:41])[CH:39]=[CH:40][C:35]=5[O:34][CH:33]=3)[CH:26]=[CH:25][CH:24]=4)=[O:20])[CH2:14][CH2:13]2)[C@@H]2N(CCCC2)CCC1.[ClH:42].Cl.Cl.NC1CCN([CH2:52][CH2:53][N:54]2[CH2:59][CH2:58][CH:57]([OH:60])[CH2:56][CH2:55]2)CC1>>[ClH:42].[ClH:42].[OH:60][CH:57]1[CH2:58][CH2:59][N:54]([CH2:53][CH2:52][N:12]2[CH2:17][CH2:16][CH:15]([NH:18][C:19]([C:21]3[NH:22][C:23]4[C:28]([CH:29]=3)=[C:27]([O:30][CH2:31][C:32]3[C:36]5[CH:37]=[C:38]([F:41])[CH:39]=[CH:40][C:35]=5[O:34][CH:33]=3)[CH:26]=[CH:25][CH:24]=4)=[O:20])[CH2:14][CH2:13]2)[CH2:55][CH2:56]1 |f:1.2.3.4,5.6.7|. Procedure details: This compound is synthesized from 4-(5-fluoro-benzofuran-3-ylmethoxy)-1H-indole-2-carboxylic acid (113, see example 60) and amine 21 analogously to the method described in example 1.